Task: describe an organic reaction: reactants, conditions, products, and yield. Dataset: the Open Reaction Database (ORD), a public repository of structured organic reaction records Starting materials: COC(CCC1=CC(=CC=C1)CNCC1=CC=C(C=C1)N1N=CC=C1)=O (3-{3-[(4-pyrazol-1-yl-benzylamino)-methyl]-phenyl}-propionic acid methyl ester), Cl.N1=C(C=CC=C1)S(=O)(=O)Cl (pyridine-2-sulfonyl chloride hydrochloride). Solvent: C(C)N(CC)CC (triethylamine). Product: COC(CCC1=CC(=CC=C1)CN(S(=O)(=O)C1=NC=CC=C1)CC1=CC=C(C=C1)N1N=CC=C1)=O (3-(3-{[(4-Pyrazol-1-yl-benzyl)-(pyridine-2-sulfonyl)-amino]-methyl}-phenyl)-propionic acid methyl ester). RXN SMILES: [CH3:1][O:2][C:3](=[O:26])[CH2:4][CH2:5][C:6]1[CH:11]=[CH:10][CH:9]=[C:8]([CH2:12][NH:13][CH2:14][C:15]2[CH:20]=[CH:19][C:18]([N:21]3[CH:25]=[CH:24][CH:23]=[N:22]3)=[CH:17][CH:16]=2)[CH:7]=1.Cl.[N:28]1[CH:33]=[CH:32][CH:31]=[CH:30][C:29]=1[S:34](Cl)(=[O:36])=[O:35]>C(N(CC)CC)C>[CH3:1][O:2][C:3](=[O:26])[CH2:4][CH2:5][C:6]1[CH:11]=[CH:10][CH:9]=[C:8]([CH2:12][N:13]([CH2:14][C:15]2[CH:20]=[CH:19][C:18]([N:21]3[CH:25]=[CH:24][CH:23]=[N:22]3)=[CH:17][CH:16]=2)[S:34]([C:29]2[CH:30]=[CH:31][CH:32]=[CH:33][N:28]=2)(=[O:36])=[O:35])[CH:7]=1 |f:1.2|. Procedure: The title compound of Step A was prepared from 3-{3-[(4-pyrazol-1-yl-benzylamino)-methyl]-phenyl}-propionic acid methyl ester, prepared in Step A of Example 11o, and pyridine-2-sulfonyl chloride hydrochloride, of Preparation 47, following the method described in Example 1, Step B using triethylamine in place of N,N-diisopropylethylamine. 1H NMR (400 MHz, CDCl3) δ 8.66 (m, 1H), 7.96 (m, 1H), 7.85 (m, 2H), 7.68 (d, 1H), 7.50 (d, 2H), 7.46 (m, 1H), 7.16 (d, 2H), 7.09 (m, 1H), 6.99 (d, 1H), 6.92 (d,... Starting materials: [H-].[Na+] (sodium hydride), ClC=1C=C2C(CC(NC2=C(C1)C(=O)O)C1=CC(=CC=C1)N1CCOCC1)(C)C (6-chloro-4,4-dimethyl-2-(3-morpholin-4-yl-phenyl)-1,2,3,4-tetrahydro-quinoline-8-carboxylic acid), C(=O)(N1C=NC=C1)N1C=NC=C1 (1,1′-carbonyldiimidazole), CS(=O)(=O)N (methanesulfonamide). Run in O (water), CN(C=O)C (N,N-dimethylformamide), CN(C=O)C (N,N-dimethylformamide). Reaction conditions: temperature 25 celsius, time 1 hour. The product is ClC=1C=C2C(CC(NC2=C(C1)C(=O)NS(=O)(=O)C)C1=CC(=CC=C1)N1CCOCC1)(C)C (N-[6-chloro-4,4-dimethyl-2-(3-morpholin-4-yl-phenyl)-1,2,3,4-tetrahydro-quinoline-8-carbonyl]-methanesulfonamide). The yield is 8.0%. RXN SMILES: [H-].[Na+].[CH3:3][S:4]([NH2:7])(=[O:6])=[O:5].[Cl:8][C:9]1[CH:10]=[C:11]2[C:16](=[C:17]([C:19](O)=[O:20])[CH:18]=1)[NH:15][CH:14]([C:22]1[CH:27]=[CH:26][CH:25]=[C:24]([N:28]3[CH2:33][CH2:32][O:31][CH2:30][CH2:29]3)[CH:23]=1)[CH2:13][C:12]2([CH3:35])[CH3:34].C(N1C=CN=C1)(N1C=CN=C1)=O>CN(C)C=O.O>[Cl:8][C:9]1[CH:10]=[C:11]2[C:16](=[C:17]([C:19]([NH:7][S:4]([CH3:3])(=[O:6])=[O:5])=[O:20])[CH:18]=1)[NH:15][CH:14]([C:22]1[CH:27]=[CH:26][CH:25]=[C:24]([N:28]3[CH2:33][CH2:32][O:31][CH2:30][CH2:29]3)[CH:23]=1)[CH2:13][C:12]2([CH3:35])[CH3:34] |f:0.1|. Procedure details: To a suspension of 60% sodium hydride (361 mg, 9 mmol) in N,N-dimethylformamide (5 mL) was added methanesulfonamide (865 mg, 9.1 mmol) at room temperature. The resulting mixture was stirred at 25° C. for 1 h to afford Solution A62. A solution of 6-chloro-4,4-dimethyl-2-(3-morpholin-4-yl-phenyl)-1,2,3,4-tetrahydro-quinoline-8-carboxylic acid (520 mg, 1.3 mmol) and 1,1′-carbonyldiimidazole (422 mg, 2.6 mmol) in N,N-dimethylformamide (3 mL) was stirred at 70° C. for 1 h and cooled to room temperatu...